describe an organic reaction: reactants, conditions, products, and yield From a dataset of the Open Reaction Database (ORD), a public repository of structured organic reaction records. Starting materials: O.NN (Hydrazine hydrate), C(#N)C(C(=O)OC)(C)C (methyl 2-cyano-2-methylpropanoate), petroleum ether EtOAc. Solvent: C(C)OCC (diethyl ether), CCO (EtOH). Product: C(#N)C(C(=O)NN)(C)C (2-cyano-2-methylpropanehydrazide). Yield: 39.3%. As a reaction SMILES: O.[NH2:2][NH2:3].[C:4]([C:6]([CH3:12])([CH3:11])[C:7](OC)=[O:8])#[N:5]>CCO.C(OCC)C>[C:4]([C:6]([CH3:12])([CH3:11])[C:7]([NH:2][NH2:3])=[O:8])#[N:5] |f:0.1|. Reported procedure: Hydrazine hydrate (1.8 mL, 35 mmol) was added to a solution of methyl 2-cyano-2-methylpropanoate (5.0 g, 35.0 mmol) in EtOH (5 mL), and the reaction mixture was stirred at room temperature for 1 h (monitored by TLC, eluant petroleum ether:EtOAc 7:3 v/v). The reaction mixture was diluted with diethyl ether and the precipitate formed was filtered. The clear filtrate was concentrated under reduced pressure to get 2-cyano-2-methylpropanehydrazide (1.75 g, yield 38%), which was carried through withou...